This data is from the Open Reaction Database (ORD), a public repository of structured organic reaction records. The task is: describe an organic reaction: reactants, conditions, products, and yield Reactants: [BH4-].[K+] (potassium borohydride), O=C1C(C(C2=C(C(=C(C=C12)OCC(=O)O)C)C)=O)CC ((1,3-dioxo-2-ethyl-4,5-dimethyl-6-indanyloxy)acetic acid), Cl (hydrochloric acid). Solvent: O (water), O (water). Run at temperature 5 celsius, time 1 hour. The product is OC1C(C(C2=C(C(=C(C=C12)OCC(=O)O)C)C)O)CC ((1,3-dihydroxy-2-ethyl-4,5-dimethyl-6-indanyloxy)acetic acid). Reaction SMILES: [O:1]=[C:2]1[C:10]2[C:5](=[C:6]([CH3:17])[C:7]([CH3:16])=[C:8]([O:11][CH2:12][C:13]([OH:15])=[O:14])[CH:9]=2)[C:4](=[O:18])[CH:3]1[CH2:19][CH3:20].[BH4-].[K+].Cl>O>[OH:1][CH:2]1[C:10]2[C:5](=[C:6]([CH3:17])[C:7]([CH3:16])=[C:8]([O:11][CH2:12][C:13]([OH:15])=[O:14])[CH:9]=2)[CH:4]([OH:18])[CH:3]1[CH2:19][CH3:20] |f:1.2|. Reported procedure: A stirred suspension of (1,3-dioxo-2-ethyl-4,5-dimethyl-6-indanyloxy)acetic acid (5.52 g., 0.02 mole) in water (200 ml.) is cooled to 5° C. and treated with a solution of potassium borohydride (4.0 g., 0.075 mole) in water (200 ml.) during a 1 hour period. The reaction is stirred for one hour then acidified with hydrochloric acid affording (1,3-dihydroxy-2-ethyl-4,5-dimethyl-6-indanyloxy)acetic acid.